Dataset: the Open Reaction Database (ORD), a public repository of structured organic reaction records. Task: describe an organic reaction: reactants, conditions, products, and yield Reactants: CC1=C2C=CC(OC2=CC(=C1)OCC=C)=O (5-methyl-7-allyloxycoumarin), CCN(CC)C=1C=CC=CC1 (diethylaniline), CCOC(=O)C (EtOAc). Product: CC1=C2C=CC(OC2=C(C(=C1)O)CC=C)=O (5-methyl-7-hydroxy-8-allylcoumarin). Reaction SMILES: [CH3:1][C:2]1[CH:11]=[C:10]([O:12]CC=C)[CH:9]=[C:8]2[C:3]=1[CH:4]=[CH:5][C:6](=[O:16])[O:7]2.CCOC(C)=O.CCN([C:28]1[CH:29]=CC=C[CH:33]=1)CC>>[CH3:1][C:2]1[CH:11]=[C:10]([OH:12])[C:9]([CH2:29][CH:28]=[CH2:33])=[C:8]2[C:3]=1[CH:4]=[CH:5][C:6](=[O:16])[O:7]2. Reported procedure: A solution of 5-methyl-7-allyloxycoumarin (IV; 13.8 g) in diethylaniline (60 ml) was refluxed for 5 hours. After cooling, EtOAc (250 ml) was added and the mixture was washed several times with dil. HCl and then with water; the solvent was evaporated from the dried (Na2SO4) organic phase and the residue by crystallization from EtOAc gave 5-methyl-7-hydroxy-8-allylcoumarin (VIII; 4.5 g; m.p. 177° C.). ##STR11## Reactants: residue, C([O-])([O-])=O.[K+].[K+] (potassium carbonate), ClC1=NC=CC=N1 (2-chloropyrimidine), N1(CCCCC1)S(=O)(=O)N (piperidine sulfonamide), C(=O)[O-].[NH4+] (ammonium formate). Run in CN(C=O)C (dimethylformamide), CO (methanol). Conditions: time 1 hour. The product is N1=C(N=CC=C1)NS(=O)(=O)N1CCCCC1 (N-pyrimidinyl piperidine sulfonamide). The yield is 68.0%. RXN SMILES: [N:1]1([S:7]([NH2:10])(=[O:9])=[O:8])[CH2:6][CH2:5][CH2:4][CH2:3][CH2:2]1.C([O-])=O.[NH4+].C(=O)([O-])[O-].[K+].[K+].Cl[C:22]1[N:27]=[CH:26][CH:25]=[CH:24][N:23]=1>CO.CN(C)C=O>[N:23]1[CH:24]=[CH:25][CH:26]=[N:27][C:22]=1[NH:10][S:7]([N:1]1[CH2:6][CH2:5][CH2:4][CH2:3][CH2:2]1)(=[O:9])=[O:8] |f:1.2,3.4.5|. Procedure details: To a slurry of the piperidine sulfonamide from part F (6.3 g, 12.0 mmol) in methanol (25 mL) was added ammonium formate (2.2 g, 34.5 mmol). The system was purged with nitrogen for 10 minutes. The nitrogen stream was removed and palladium on carbon (1.2 g of 10 weight % on activated carbon, 50% water) was added. The reaction was refluxed for forty five minutes, cooled, filtered through Celite under nitrogen, and concentrated in vacuo. The residue (6.21 g, 13.8 mmol) was dissolved in dry dimethylf... The reactants are [I-].C[S+](=O)(C)C (Trimethyl-sulphoxonium iodide), [H-].[Na+] (sodium hydride), COC(=O)C=1C=CC=2N(C(C(=C(N2)\C=C\C2=CC=CC=C2)CC)=O)C1 (2-trans-(2-phenyl-ethenyl)-3-ethyl-4-oxo-4H-pyrido[1,2-a]pyrimidine-7-carboxylic acid methyl ester). Run in CN(C=O)C (dimethylformamide), CN(C=O)C (dimethyl-formamide), ice water. Conditions: time 1 hour. The product is C1(=CC=CC=C1)/C=C/C=1N=C2N(C(C1CC)=O)C1C(C=C2)(C(=O)OC)C1 (2-trans-(2-phenyl-ethenyl)-3-ethyl-6,7-methylen-4-oxo-4H-pyrido[1,2-a]pyrimidine-7-carboxylic acid, methyl ester). RXN SMILES: [I-].[CH3:2][S+](C)(C)=O.[H-].[Na+].[CH3:9][O:10][C:11]([C:13]1[CH:14]=[CH:15][C:16]2[N:17]([CH:33]=1)[C:18](=[O:32])[C:19]([CH2:30][CH3:31])=[C:20](/[CH:22]=[CH:23]/[C:24]1[CH:29]=[CH:28][CH:27]=[CH:26][CH:25]=1)[N:21]=2)=[O:12]>CN(C)C=O>[C:24]1(/[CH:23]=[CH:22]/[C:20]2[N:21]=[C:16]3[CH:15]=[CH:14][C:13]4([CH2:2][CH:33]4[N:17]3[C:18](=[O:32])[C:19]=2[CH2:30][CH3:31])[C:11]([O:10][CH3:9])=[O:12])[CH:25]=[CH:26][CH:27]=[CH:28][CH:29]=1 |f:0.1,2.3|. Procedure details: Trimethyl-sulphoxonium iodide (0.7 g) was reacted with 50% sodium hydride (0.15 g) in dimethylformamide (30 ml) under stirring at room temperature for 1 hour, then a solution of 2-trans-(2-phenyl-ethenyl)-3-ethyl-4-oxo-4H-pyrido[1,2-a]pyrimidine-7-carboxylic acid methyl ester, m.p. 214°-216° C., (0.82 g) in dimethyl-formamide (20 ml) was added. The mixture was allowed to react under stirring at room temperature for 3 hours, then it was diluted with ice water and filtered. Crystallization from ac...